Dataset: the Open Reaction Database (ORD), a public repository of structured organic reaction records. Task: describe an organic reaction: reactants, conditions, products, and yield Reactants: CC(=O)O, CCO, O=[N+]([O-])c1cc2c(Nc3ccc(F)c(Cl)c3)ncnc2cc1OCC1CC1, [Fe], O. Yields the product Nc1cc2c(Nc3ccc(F)c(Cl)c3)ncnc2cc1OCC1CC1. RXN SMILES: [CH3:28][C:29](=[O:30])[OH:31].[CH3:33][CH2:34][OH:35].[Cl:1][c:2]1[cH:3][c:4]([NH:9][c:10]2[n:11][cH:12][n:13][c:14]3[cH:15][c:16]([O:23][CH2:24][CH:25]4[CH2:26][CH2:27]4)[c:17]([N+:20]([O-:21])=[O:22])[cH:18][c:19]23)[cH:5][cH:6][c:7]1[F:8].[Fe:36].[OH2:32]>>[Cl:1][c:2]1[cH:3][c:4]([NH:9][c:10]2[n:11][cH:12][n:13][c:14]3[cH:15][c:16]([O:23][CH2:24][CH:25]4[CH2:26][CH2:27]4)[c:17]([NH2:20])[cH:18][c:19]23)[cH:5][cH:6][c:7]1[F:8]. Starting materials: C1CO1, C1CCOC1, [Li]CCCC, Cn1cccn1, ClCCl. Product: Cn1nccc1CCO. RXN SMILES: [CH2:12]1[CH2:13][O:14]1.[CH2:15]1[O:16][CH2:17][CH2:18][CH2:19]1.[CH2:1]([Li:2])[CH2:3][CH2:4][CH3:5].[CH3:6][n:7]1[cH:8][cH:9][cH:10][n:11]1.[Cl:20][CH2:21][Cl:22]>>[CH3:6][n:7]1[c:8]([CH2:12][CH2:13][OH:14])[cH:9][cH:10][n:11]1. The reactants are CC=1C(C2=CC=CC=C2C(C1)=O)=O (2-methyl-1,4-naphthoquinone), O (Water), C(CCCC(=O)O)(=O)O (glutaric acid), CC#N (CH3CN), CC#N (CH3CN), (NH4)2S2O8. The reagents and catalysts are [N+](=O)([O-])[O-].[Ag+] (AgNO3). The solvent is C(C)(=O)OCC (ethyl acetate). The product is C(=O)(O)CCCC=1C(C2=CC=CC=C2C(C1C)=O)=O (2-(3-carboxypropyl)-3-methyl-1,4-naphthoquinone). Reaction SMILES: [CH3:1][C:2]1[C:3](=[O:13])[C:4]2[C:9]([C:10](=[O:12])[CH:11]=1)=[CH:8][CH:7]=[CH:6][CH:5]=2.C(O)(=O)[CH2:15][CH2:16][CH2:17][C:18]([OH:20])=[O:19].CC#N.O>[N+]([O-])([O-])=O.[Ag+].C(OCC)(=O)C>[C:18]([CH2:17][CH2:16][CH2:15][C:11]1[C:10](=[O:12])[C:9]2[C:4]([C:3](=[O:13])[C:2]=1[CH3:1])=[CH:5][CH:6]=[CH:7][CH:8]=2)([OH:20])=[O:19] |f:4.5|. Procedure details: The CPVK3 was synthesized referring to a document (Salmon-Chemin L., Buisine E., Yardley V., Kohler S., Debreu M. A., Landry V., Sergheraert C., Croft S. L., Krauth-Siegel R. L., and Davioud-Charvet E., J. Med. Chem., 2001, 44, 548-565). 2-methyl-1,4-naphthoquinone, glutaric acid, and AgNO3 were suspended in a 30% aqueous CH3CN solution, heated, and stirred to dissolve completely. Then, a 30% aqueous CH3CN solution of (NH4)2S2O8 was added dropwise in 60 minutes. After completing the dropwise add... The reactants are Cl (hydrochloric acid), ClC1=NN2C(C=CC=C2)=C1N=NC1=CC=C(C=C1)OC (2-chloro-3-(p-methoxyphenylazo)pyrazolo[1,5-a]pyridine), Cl (hydrochloric acid), N(=O)[O-].[Na+] (sodium nitrite), cuprous chloride, S(=O)([O-])S(=O)[O-].[Na+].[Na+] (sodium dithionite). Solvent: O (water), O (water). Reaction conditions: time 30 minute. Product: Cl.NC=1C(=NN2C1C=CC=C2)Cl (3-Amino-2-chloropyrazolo[1,5-a]pyridine Hydrochloride). As a reaction SMILES: Cl.N([O-])=O.[Na+].[Cl:6][C:7]1[C:15]([N:16]=NC2C=CC(OC)=CC=2)=[C:10]2[CH:11]=[CH:12][CH:13]=[CH:14][N:9]2[N:8]=1.S(S([O-])=O)([O-])=O.[Na+].[Na+]>O>[ClH:6].[NH2:16][C:15]1[C:7]([Cl:6])=[N:8][N:9]2[CH:14]=[CH:13][CH:12]=[CH:11][C:10]=12 |f:1.2,4.5.6,8.9|. Procedure: 2-Aminopyrazolo[1,4-a]pyridine (see Chem. Parm. Bull., 21, 2146/1973) is reacted with p-methoxybenzene diazonium salt analogously to Example 13.2. 0.53 g of the 3-azo compound obtained is suspended in 10 ml. 6N hydrochloric acid and mixed at +5° C., while stirring, with a solution of 104 mg. sodium nitrite in 0.2 ml. water. After 30 minutes, a cold solution of 198 mg. cuprous chloride in 6 ml. 6N hydrochloric acid is added thereto and the reaction mixture is stirred for 40 hours at ambient tempe... Reactants: CCC(C)=O, C[Si](C)(C)Cl, Cl, CN(C)C1(c2ccccc2)CCC(N2CC=C(c3c[nH]c4ccccc34)CC2)CC1. The product is Cl, Cl, CN(C)C1(c2ccccc2)CCC(N2CC=C(c3c[nH]c4ccccc34)CC2)CC1. Reaction SMILES: [CH3:37][C:38]([CH2:39][CH3:40])=[O:41].[Cl:32][Si:33]([CH3:34])([CH3:35])[CH3:36].[ClH:1].[nH:2]1[cH:3][c:4]([C:11]2=[CH:16][CH2:15][N:14]([CH:17]3[CH2:18][CH2:19][C:20]([c:23]4[cH:24][cH:25][cH:26][cH:27][cH:28]4)([N:29]([CH3:30])[CH3:31])[CH2:21][CH2:22]3)[CH2:13][CH2:12]2)[c:5]2[cH:6][cH:7][cH:8][cH:9][c:10]12>>[ClH:1].[ClH:32].[nH:2]1[cH:3][c:4]([C:11]2=[CH:16][CH2:15][N:14]([CH:17]3[CH2:18][CH2:19][C:20]([c:23]4[cH:24][cH:25][cH:26][cH:27][cH:28]4)([N:29]([CH3:30])[CH3:31])[CH2:21][CH2:22]3)[CH2:13][CH2:12]2)[c:5]2[cH:6][cH:7][cH:8][cH:9][c:10]12. Run at time 3 day. Procedure: To a mixture of 3,4-methylenedioxy-1-bromobenzene (5.00 g, 24.87 mmol) and 1-adamantanol (3.79 g, 24.87 mmol) in CH2Cl2 (50 mL) under an atmosphere of argon was added sulfuric acid (2.0 mL) at room temperature. After stirring for 3 days the resulting mixture was diluted with CH2Cl2 and washed with water. The aqueous layer was extracted with CH2Cl2 and the combined organics were washed successively with water, brine and dried (MgSO4). The mixture was filter, evaporated and the residue purified on... Reaction SMILES: [CH2:1]1[O:9][C:8]2[CH:7]=[CH:6][C:5]([Br:10])=[CH:4][C:3]=2[O:2]1.[C:11]12(O)[CH2:20][CH:15]3[CH2:16][CH:17]([CH2:19][CH:13]([CH2:14]3)[CH2:12]1)[CH2:18]2.S(=O)(=O)(O)O>C(Cl)Cl>[C:11]12([C:7]3[CH:6]=[C:5]([Br:10])[CH:4]=[C:3]4[O:2][CH2:1][O:9][C:8]=34)[CH2:20][CH:15]3[CH2:16][CH:17]([CH2:19][CH:13]([CH2:14]3)[CH2:12]1)[CH2:18]2. Starting materials: C1OC=2C=C(C=CC2O1)Br (3,4-methylenedioxy-1-bromobenzene), C12(CC3CC(CC(C1)C3)C2)O (1-adamantanol), S(O)(O)(=O)=O (sulfuric acid). Yield: 52.9%. The product is C12(CC3CC(CC(C1)C3)C2)C=2C=C(C=C3C2OCO3)Br (3-(1-adamantyl)-4,5-methylenedioxy-1-bromobenzene). Solvent: C(Cl)Cl (CH2Cl2), C(Cl)Cl (CH2Cl2). The reactants are C1(=CC=CC=C1O)C (cresol), [OH-].[Na+] (sodium hydroxide), Cl (HCl), C(=C)(C)C1=CC=C(C=C1)O (4-isopropenylphenol), C1(=CC=CC=C1O)C (o-cresol), CC(C)(C=1C=CC(=CC1)O)C=2C=CC(=CC2)O (BPA), Cl (HCl). Reaction SMILES: Cl.[C:2](C1C=CC(O)=CC=1)(C)=C.[CH3:12][C:13]([C:22]1[CH:23]=[CH:24][C:25]([OH:28])=[CH:26][CH:27]=1)([C:15]1[CH:16]=[CH:17][C:18]([OH:21])=[CH:19][CH:20]=1)[CH3:14].[OH-].[Na+].C1(C)C(O)=CC=CC=1>>[CH3:2][C:17]1[CH:16]=[C:15]([C:13]([C:22]2[CH:27]=[CH:26][C:25]([OH:28])=[CH:24][CH:23]=2)([CH3:12])[CH3:14])[CH:20]=[CH:19][C:18]=1[OH:21] |f:3.4|. Conditions: time 4 hour. Product: CC1=C(C=CC(=C1)C(C)(C)C1=CC=C(C=C1)O)O (2-methyl-4,4'-(1-methylethylidene)bisphenol). Procedure details: Anhydrous HCl was introduced, with adequate cooling, into a mixture of 134 g (1.0 mole) of freshly prepared 4-isopropenylphenol (made by thermally cracking BPA in the presence of catalytic amounts of sodium hydroxide and separating it from the coproduct phenol by fractional vacuum distillation) and 540 g (5.0 moles) of o-cresol, while maintaining the temperature of the ensuing exothermic reaction below 50° C. After 4 hours, the red colored reaction mixture was stripped of HCl and excess cresol u... Starting materials: CC#N, O=C1C(Cl)=C(c2ccccc2)C(=O)N1Cc1cccnc1, Nc1ccc(N2CCOCC2)cc1. Yields the product O=C1C(Nc2ccc(N3CCOCC3)cc2)=C(c2ccccc2)C(=O)N1Cc1cccnc1. As a reaction SMILES: [CH3:35][C:36]#[N:37].[Cl:14][C:15]1=[C:19]([c:20]2[cH:21][cH:22][cH:23][cH:24][cH:25]2)[C:18](=[O:26])[N:17]([CH2:27][c:28]2[cH:29][n:30][cH:31][cH:32][cH:33]2)[C:16]1=[O:34].[O:1]1[CH2:2][CH2:3][N:4]([c:7]2[cH:8][cH:9][c:10]([NH2:11])[cH:12][cH:13]2)[CH2:5][CH2:6]1>>[O:1]1[CH2:2][CH2:3][N:4]([c:7]2[cH:8][cH:9][c:10]([NH:11][C:15]3=[C:19]([c:20]4[cH:21][cH:22][cH:23][cH:24][cH:25]4)[C:18](=[O:26])[N:17]([CH2:27][c:28]4[cH:29][n:30][cH:31][cH:32][cH:33]4)[C:16]3=[O:34])[cH:12][cH:13]2)[CH2:5][CH2:6]1.